Dataset: the Open Reaction Database (ORD), a public repository of structured organic reaction records. Task: describe an organic reaction: reactants, conditions, products, and yield The reactants are COC1=C(C#N)C=CC=C1 (2-methoxybenzonitrile), Grignard reagent, BrC=1C=C(C=CC1)C (m-bromotoluene), Cl (hydrochloric acid), CCOCC (ether). Product: COC1=C(C(=O)C2=CC(=CC=C2)C)C=CC=C1 (2-Methoxy-3'-methylbenzophenone). RXN SMILES: [CH3:1][O:2][C:3]1[CH:10]=[CH:9][CH:8]=[CH:7][C:4]=1[C:5]#N.Br[C:12]1[CH:13]=[C:14]([CH3:18])[CH:15]=[CH:16][CH:17]=1.Cl.CC[O:22]CC>>[CH3:1][O:2][C:3]1[CH:10]=[CH:9][CH:8]=[CH:7][C:4]=1[C:5]([C:16]1[CH:17]=[CH:12][CH:13]=[C:14]([CH3:18])[CH:15]=1)=[O:22]. Procedure: A mixture of 2-methoxybenzonitrile (4.3 ml) and the Grignard reagent of m-bromotoluene (6.6 g) in ether was refluxed for 1 h and hydrolysed with dilute hydrochloric acid with heating. The aqueous layer was then extracted with ether, and the resultant organic layer was dried and evaporated to give the title compound (5.5 g) as an oil.